This data is from the Open Reaction Database (ORD), a public repository of structured organic reaction records. The task is: describe an organic reaction: reactants, conditions, products, and yield The reactants are C(C)(C)N(C(C)C)CC (N,N-diisopropylethylamine), N[C@H]([C@H](C[C@@H](CC1=CC=C(C=C1)C1=NC=CC=C1)NC(=O)[C@H](C(C)(C)C)NC(OC)=O)O)CC1=CC=CC=C1 (methyl(1S)-1-[({(1R,3S,4S)-4-amino-3-hydroxy-5-phenyl-1-[4-(2-pyridinyl)benzyl]pentyl}amino)carbonyl]-2,2-dimethylpropylcarbamate), CCOP(=O)(OCC)ON1C(=O)C2=C(C=CC=C2)N=N1 (DEPBT), CC1=C(OCC(=O)O)C(=CC=C1)C (2,6-dimethylphenoxy acetic acid). Solvent: C1CCOC1 (THF). Conditions: temperature 25 celsius, time 2 hour. Product: CC1=C(OCC(=O)N[C@H]([C@H](C[C@@H](CC2=CC=C(C=C2)C2=NC=CC=C2)NC(=O)[C@H](C(C)(C)C)NC(OC)=O)O)CC2=CC=CC=C2)C(=CC=C1)C (methyl(1S)-1-[({(1R,3S,4S)-4-{[(2,6-dimethylphenoxy)acetyl]amino}-3-hydroxy-5-phenyl-1-[4-(2-pyridinyl)benzyl]pentyl}amino)carbonyl]-2,2-dimethylpropylcarbamate). The yield is 73.0%. RXN SMILES: [NH2:1][C@@H:2]([CH2:33][C:34]1[CH:39]=[CH:38][CH:37]=[CH:36][CH:35]=1)[C@@H:3]([OH:32])[CH2:4][C@H:5]([NH:19][C:20]([C@@H:22]([NH:27][C:28](=[O:31])[O:29][CH3:30])[C:23]([CH3:26])([CH3:25])[CH3:24])=[O:21])[CH2:6][C:7]1[CH:12]=[CH:11][C:10]([C:13]2[CH:18]=[CH:17][CH:16]=[CH:15][N:14]=2)=[CH:9][CH:8]=1.[CH3:40][C:41]1[CH:51]=[CH:50][CH:49]=[C:48]([CH3:52])[C:42]=1[O:43][CH2:44][C:45](O)=[O:46].CCOP(ON1N=NC2C=CC=CC=2C1=O)(OCC)=O.C(N(CC)C(C)C)(C)C>C1COCC1>[CH3:40][C:41]1[CH:51]=[CH:50][CH:49]=[C:48]([CH3:52])[C:42]=1[O:43][CH2:44][C:45]([NH:1][C@@H:2]([CH2:33][C:34]1[CH:35]=[CH:36][CH:37]=[CH:38][CH:39]=1)[C@@H:3]([OH:32])[CH2:4][C@H:5]([NH:19][C:20]([C@@H:22]([NH:27][C:28](=[O:31])[O:29][CH3:30])[C:23]([CH3:26])([CH3:25])[CH3:24])=[O:21])[CH2:6][C:7]1[CH:12]=[CH:11][C:10]([C:13]2[CH:18]=[CH:17][CH:16]=[CH:15][N:14]=2)=[CH:9][CH:8]=1)=[O:46]. Procedure: A solution containing the product from Example 1H (0.020 g, 0.038 mmol) in THF (0.4 mL) was treated with 2,6-dimethylphenoxy acetic acid (U.S. Pat. No. 5,914,332, see Example 1H) (0.008 g, 0.044 mmol), DEPBT (0.017 g, 0.057 mmol), and N,N-diisopropylethylamine (0.030 mL, 0.172 mmol), stirred at 25° C. for 2 hours, and partitioned between ethyl acetate and 10% Na2CO3 solution. The organic phase was washed with additional 10% Na2CO3 solution and brine, dried over MgSO4, filtered and concentrated. ... The reactants are COC=1C=C(C(=O)Cl)C=C(C1OC)OC (3,4,5-trimethoxybenzoyl chloride), COP1OC2=C(C3=C1C=CC=C3)C=CC=C2 (6-methoxy-(6H)-dibenz[c,e][1,2]oxaphosphorin). Solvent: C1(=CC=CC=C1)C (toluene). Reaction conditions: temperature 115 celsius. Product: COC=1C=C(C(=O)P2(OC3=C(C4=C2C=CC=C4)C=CC=C3)=O)C=C(C1OC)OC (6-(3,4,5-Trimethoxybenzoyl)-(6H)-dibenz[c,e][1,2]oxaphosphorin 6-oxide). RXN SMILES: [CH3:1][O:2][C:3]1[CH:4]=[C:5]([CH:9]=[C:10]([O:14][CH3:15])[C:11]=1[O:12][CH3:13])[C:6](Cl)=[O:7].C[O:17][P:18]1[C:23]2[CH:24]=[CH:25][CH:26]=[CH:27][C:22]=2[C:21]2[CH:28]=[CH:29][CH:30]=[CH:31][C:20]=2[O:19]1>C1(C)C=CC=CC=1>[CH3:1][O:2][C:3]1[CH:4]=[C:5]([CH:9]=[C:10]([O:14][CH3:15])[C:11]=1[O:12][CH3:13])[C:6]([P:18]1(=[O:17])[C:23]2[CH:24]=[CH:25][CH:26]=[CH:27][C:22]=2[C:21]2[CH:28]=[CH:29][CH:30]=[CH:31][C:20]=2[O:19]1)=[O:7]. Reported procedure: 35.6 g (0.154 mol) of 3,4,5-trimethoxybenzoyl chloride were warmed to 100° C. under a nitrogen atmosphere. 35.5 g (0.154 mol) of 6-methoxy-(6H)-dibenz[c,e][1,2]oxaphosphorin were then added dropwise while stirring, and the temperature was increased to 115° C. When the reaction was complete, 70 ml of toluene were added at 90° C., and the mixture was then cooled further. After crystallization, 44 g (70% of theory) of the abovementioned compound of melting point 147° to 149° C. were obtained. Reactants: CCI, CCOC(=O)Cc1cn(Cc2ccccc2)nc1O, CN(C)C=O, [H-], [Na+], O. The product is CCOC(=O)Cc1cn(Cc2ccccc2)nc1OCC. RXN SMILES: [CH2:22]([CH3:23])[I:24].[CH2:3]([c:4]1[cH:5][cH:6][cH:7][cH:8][cH:9]1)[n:10]1[n:11][c:12]([OH:21])[c:13]([CH2:15][C:16](=[O:17])[O:18][CH2:19][CH3:20])[cH:14]1.[CH3:26][N:27]([CH3:28])[CH:29]=[O:30].[H-:1].[Na+:2].[OH2:25]>>[CH2:3]([c:4]1[cH:5][cH:6][cH:7][cH:8][cH:9]1)[n:10]1[n:11][c:12]([O:21][CH2:22][CH3:23])[c:13]([CH2:15][C:16](=[O:17])[O:18][CH2:19][CH3:20])[cH:14]1. Reactants: CC=1SC2=C(C=[N+](C=C2)[O-])N1 (2-Methyl-thiazolo[4,5-c]pyridine 5-oxide), P(=O)(Cl)(Cl)Cl (phosphoryl chloride). Yields the product ClC1=NC=CC2=C1N=C(S2)C (4-Chloro-2-methyl-thiazolo[4,5-c]pyridine), solid. The yield is 70.0%. As a reaction SMILES: [CH3:1][C:2]1[S:3][C:4]2[CH:9]=[CH:8][N+:7]([O-])=[CH:6][C:5]=2[N:11]=1.P(Cl)(Cl)([Cl:14])=O>>[Cl:14][C:6]1[C:5]2[N:11]=[C:2]([CH3:1])[S:3][C:4]=2[CH:9]=[CH:8][N:7]=1. Reported procedure: 2-Methyl-thiazolo[4,5-c]pyridine 5-oxide (230 mg, 1.38 mmol) was refluxed 2 hrs in 4 ml of phosphoryl chloride. The reaction mixture was evaporated and extracted with ethyl acetate and saturated sodium bicarbonate-solution. The organic extracts were dried with sodium sulfate, filtered and evaporated. The residue was purified by flash chromatography on silica gel (heptane/ethyl acetate 90:10->0:100 gradient). The desired product was obtained as a light yellow solid (180 mg, 70%), MS: m/e=185.1 (M... Reactants: BrC1=C(C=C(C=C1)O)F (4-Bromo-3-fluorophenol), FC=1C=C(C=C(C1F)F)B(O)O (3,4,5-trifluorophenylboronic acid), C([O-])([O-])=O.[K+].[K+] (potassium carbonate), CC(C)O (2-propanol). The reagents and catalysts are Cl[Pd]([P](C1=CC=CC=C1)(C2=CC=CC=C2)C3=CC=CC=C3)([P](C4=CC=CC=C4)(C5=CC=CC=C5)C6=CC=CC=C6)Cl (Pd(Ph3P)2Cl2). The solvent is C1(=CC=CC=C1)C (toluene), O (water). Run at temperature 25 celsius. Yields the product OC1=CC(=C(C=C1)C1=CC(=C(C(=C1)F)F)F)F (4-hydroxy-2,3′,4′,5′-tetrafluoro-1,1′-biphenyl). The yield is 75.6%. Reaction SMILES: Br[C:2]1[CH:7]=[CH:6][C:5]([OH:8])=[CH:4][C:3]=1[F:9].[F:10][C:11]1[CH:12]=[C:13](B(O)O)[CH:14]=[C:15]([F:18])[C:16]=1[F:17].C(=O)([O-])[O-].[K+].[K+].CC(O)C>Cl[Pd](Cl)([P](C1C=CC=CC=1)(C1C=CC=CC=1)C1C=CC=CC=1)[P](C1C=CC=CC=1)(C1C=CC=CC=1)C1C=CC=CC=1.C1(C)C=CC=CC=1.O>[OH:8][C:5]1[CH:6]=[CH:7][C:2]([C:13]2[CH:12]=[C:11]([F:10])[C:16]([F:17])=[C:15]([F:18])[CH:14]=2)=[C:3]([F:9])[CH:4]=1 |f:2.3.4,^1:34,53|. Procedure: 4-Bromo-3-fluorophenol (T-10; 5.00 g), 3,4,5-trifluorophenylboronic acid (5.07 g), potassium carbonate (10.9 g), Pd(Ph3P)2Cl2 (0.552 g), and 2-propanol were put in a reaction vessel under a nitrogen atmosphere, and heated under reflux for 5 hours. The reaction mixture was cooled to 25° C., and then poured into water (100 ml) and toluene (100 ml) and mixed. Then, the mixture was allowed to stand to be separated into two layers of organic and aqueous layers, and the extraction to an organic layer ... Reactants: COC([C@@H](CN(NC(=O)OC(C)(C)C)CC1=CC=C(C=C1)Br)O)=O ((R)-3-[N-(4-bromobenzyl)-N′-t-butoxycarbonylhydrazino]-2-hydroxypropionic acid methyl ester), CCO.Cl (EtOH HCl). Product: C(C)OC(C(CN(N)CC1=CC=C(C=C1)Br)O)=O (3-[N-(4-Bromobenzyl)hydrazino]-2-hydroxypropionic Acid Ethyl Ester), Cl (HCl). The yield is 663.5%. As a reaction SMILES: [CH3:1][O:2][C:3](=[O:24])[C@H:4]([OH:23])[CH2:5][N:6]([CH2:15][C:16]1[CH:21]=[CH:20][C:19]([Br:22])=[CH:18][CH:17]=1)[NH:7]C(OC(C)(C)C)=O.[CH3:25]CO.[ClH:28]>>[CH2:1]([O:2][C:3](=[O:24])[CH:4]([OH:23])[CH2:5][N:6]([CH2:15][C:16]1[CH:21]=[CH:20][C:19]([Br:22])=[CH:18][CH:17]=1)[NH2:7])[CH3:25].[ClH:28] |f:1.2|. Procedure details: A solution of (R)-3-[N-(4-bromobenzyl)-N′-t-butoxycarbonylhydrazino]-2-hydroxypropionic acid methyl ester (25 g, 62 mmol) in EtOH/HCl (310 mL, 1.0 M, 0.3 mol) was stirred overnight. The mixture was concentrated and the reside was washed with EtOAc (120 mL) and filtered to yield the title compound as a white solid HCl salt (15 g).